Dataset: the Open Reaction Database (ORD), a public repository of structured organic reaction records. Task: describe an organic reaction: reactants, conditions, products, and yield Reactants: C1(=CC=CC=C1)COC(C1=CC(=CC(=C1)O)O)=O (3,5-dihydroxybenzoic acid phenylmethyl ester), BrCCCCCCCCCCCCCCCCCC (1-bromooctadecane), C([O-])([O-])=O.[K+].[K+] (potassium carbonate). Solvent: CC(=O)C (acetone), CN(C)C=O (DMF). Product: C1(=CC=CC=C1)COC(C1=CC(=CC(=C1)OCCCCCCCCCCCCCCCCCC)O)=O (3-hydroxy-5-(octadecyloxy)benzoic acid phenylmethyl ester). Yield: 36.0%. As a reaction SMILES: [C:1]1([CH2:7][O:8][C:9](=[O:18])[C:10]2[CH:15]=[C:14]([OH:16])[CH:13]=[C:12]([OH:17])[CH:11]=2)[CH:6]=[CH:5][CH:4]=[CH:3][CH:2]=1.Br[CH2:20][CH2:21][CH2:22][CH2:23][CH2:24][CH2:25][CH2:26][CH2:27][CH2:28][CH2:29][CH2:30][CH2:31][CH2:32][CH2:33][CH2:34][CH2:35][CH2:36][CH3:37].C(=O)([O-])[O-].[K+].[K+]>CC(C)=O.CN(C=O)C>[C:1]1([CH2:7][O:8][C:9](=[O:18])[C:10]2[CH:11]=[C:12]([O:17][CH2:37][CH2:36][CH2:35][CH2:34][CH2:33][CH2:32][CH2:31][CH2:30][CH2:29][CH2:28][CH2:27][CH2:26][CH2:25][CH2:24][CH2:23][CH2:22][CH2:21][CH3:20])[CH:13]=[C:14]([OH:16])[CH:15]=2)[CH:6]=[CH:5][CH:4]=[CH:3][CH:2]=1 |f:2.3.4|. Procedure details: A mixture of 30 g (0.123 mol) of 3,5-dihydroxybenzoic acid phenylmethyl ester, 40.9 g (0.123 mol) of 1-bromooctadecane, 17 g (0.123 mol) of anhydrous potassium carbonate in 500 ml of acetone and 10 ml of DMF was stirred at reflux for 25 hours. The reaction mixture was filtered and the filtrate was concentrated at reduced pressure to a solid. The residue was treated with water and the product was extracted with methylene chloride. The dried extract was concentrated at reduced pressure to a solid ...